From a dataset of the Open Reaction Database (ORD), a public repository of structured organic reaction records. describe an organic reaction: reactants, conditions, products, and yield Procedure details: A solution of 2,6-dichloronicotinoyl chloride (4.21 g, 20 mmol) in DCM (20 mL) was added dropwise to a stirred suspension of 4-aminotetrahydropyran (2.03 g, 20 mmol) and N-ethyldiisopropylamine (4.19 mL, 24 mmol) in DCM (20 mL) at 0° C., over a period of 30 minutes under nitrogen. The resulting suspension was stirred at room temperature for 18 hours. The reaction mixture was diluted with DCM (200 mL), and washed sequentially with water (50 mL) and saturated brine (50 mL). The organic layer was d... The yield is 91.4%. As a reaction SMILES: [Cl:1][C:2]1[N:10]=[C:9]([Cl:11])[CH:8]=[CH:7][C:3]=1[C:4](Cl)=[O:5].[NH2:12][CH:13]1[CH2:18][CH2:17][O:16][CH2:15][CH2:14]1.C(N(C(C)C)C(C)C)C>C(Cl)Cl>[Cl:1][C:2]1[N:10]=[C:9]([Cl:11])[CH:8]=[CH:7][C:3]=1[C:4]([NH:12][CH:13]1[CH2:18][CH2:17][O:16][CH2:15][CH2:14]1)=[O:5]. Run in C(Cl)Cl (DCM), C(Cl)Cl (DCM), C(Cl)Cl (DCM). Reaction conditions: time 18 hour. Yields the product ClC1=C(C(=O)NC2CCOCC2)C=CC(=N1)Cl (2,6-dichloro-N-(tetrahydro-2H-pyran-4-yl)nicotinamide). Starting materials: ClC1=C(C(=O)Cl)C=CC(=N1)Cl (2,6-dichloronicotinoyl chloride), NC1CCOCC1 (4-aminotetrahydropyran), C(C)N(C(C)C)C(C)C (N-ethyldiisopropylamine).